From a dataset of the Open Reaction Database (ORD), a public repository of structured organic reaction records. describe an organic reaction: reactants, conditions, products, and yield Starting materials: [OH-].[Na+] (NaOH), N1=CN=CC(=C1)C1=CC=C(C=O)C=C1 (4-Pyrimidin-5-yl-benzaldehyde), Cl (HCl), [BH4-].[Na+] (NaBH4). The solvent is CCOC(=O)C (EtOAc), O (H2O), CCOC(=O)C (EtOAc), CO (MeOH). Reaction conditions: time 8 hour. Product: N1=CN=CC(=C1)C1=CC=C(C=C1)CO (4-Pyrimidin-5-yl-phenyl-methanol). RXN SMILES: [N:1]1[CH:6]=[C:5]([C:7]2[CH:14]=[CH:13][C:10]([CH:11]=[O:12])=[CH:9][CH:8]=2)[CH:4]=[N:3][CH:2]=1.[BH4-].[Na+].Cl.[OH-].[Na+]>CO.CCOC(C)=O.O>[N:1]1[CH:6]=[C:5]([C:7]2[CH:8]=[CH:9][C:10]([CH2:11][OH:12])=[CH:13][CH:14]=2)[CH:4]=[N:3][CH:2]=1 |f:1.2,4.5|. Procedure: 4-Pyrimidin-5-yl-benzaldehyde (1.89 mmol, 350 mg) was dissolved in MeOH. NaBH4 (9.4 mmol, 357 mg) was added and the reaction mixture was stirred at room temperature overnight. The reaction mixture was cooled to 0° and 9M HCl (0.25 mL) was added dropwise. The reaction mixture was stirred for one half hour. The reaction mixture was then basified with 20% NaOH (pH=10). EtOAc and H2O were added and the layers were separated. The aqueous layer was back extracted with EtOAc (3×). The organic layers we... The reactants are C1CCOC1, COc1ccc(P2(=S)SP(=S)(c3ccc(OC)cc3)S2)cc1, COc1cc(C(C)C)c(Oc2cnc(N)nc2N)cc1C(N)=O. Yields the product COc1cc(C(C)C)c(Oc2cnc(N)nc2N)cc1C(N)=S. RXN SMILES: [CH2:46]1[O:47][CH2:48][CH2:49][CH2:50]1.[CH3:24][O:25][c:26]1[cH:27][cH:28][c:29]([P:30]2(=[S:33])[S:31][P:32]([c:34]3[cH:35][cH:36][c:37]([O:38][CH3:39])[cH:40][cH:41]3)(=[S:42])[S:43]2)[cH:44][cH:45]1.[NH2:1][c:2]1[n:3][cH:4][c:5]([O:9][c:10]2[c:11]([CH:21]([CH3:22])[CH3:23])[cH:12][c:13]([O:19][CH3:20])[c:14]([C:15](=[O:16])[NH2:17])[cH:18]2)[c:6]([NH2:8])[n:7]1>>[NH2:1][c:2]1[n:3][cH:4][c:5]([O:9][c:10]2[c:11]([CH:21]([CH3:22])[CH3:23])[cH:12][c:13]([O:19][CH3:20])[c:14]([C:15]([NH2:17])=[S:33])[cH:18]2)[c:6]([NH2:8])[n:7]1.